This data is from the Open Reaction Database (ORD), a public repository of structured organic reaction records. The task is: describe an organic reaction: reactants, conditions, products, and yield Starting materials: [N-]=[N+]=[N-].[Na+] (Sodium azide), CS(=O)(=O)OC1CN2C3=C(C(=C2CC1)C=1C=NC2=CC=CC=C2C1)C(=NC=N3)N (4-amino-5-(quinolin-3-yl)-6,7,8,9-tetrahydropyrimido[5,4-b]indolizin-8-yl methanesulfonate), O (water). Run in CN(C)C=O (DMF). Run at temperature 80 celsius, time 4 hour. Yields the product N(=[N+]=[N-])C1CN2C3=C(C(=C2CC1)C=1C=NC2=CC=CC=C2C1)C(=NC=N3)N (8-azido-5-(quinolin-3-yl)-6,7,8,9-tetrahydropyrimido[5,4-b]indolizin-4-amine). Isolated yield 77.0%. Reaction SMILES: [N-:1]=[N+:2]=[N-:3].[Na+].CS(O[CH:10]1[CH2:18][CH2:17][C:16]2[N:12]([C:13]3[N:32]=[CH:31][N:30]=[C:29]([NH2:33])[C:14]=3[C:15]=2[C:19]2[CH:20]=[N:21][C:22]3[C:27]([CH:28]=2)=[CH:26][CH:25]=[CH:24][CH:23]=3)[CH2:11]1)(=O)=O.O>CN(C=O)C>[N:1]([CH:10]1[CH2:18][CH2:17][C:16]2[N:12]([C:13]3[N:32]=[CH:31][N:30]=[C:29]([NH2:33])[C:14]=3[C:15]=2[C:19]2[CH:20]=[N:21][C:22]3[C:27]([CH:28]=2)=[CH:26][CH:25]=[CH:24][CH:23]=3)[CH2:11]1)=[N+:2]=[N-:3] |f:0.1|. Reported procedure: Sodium azide (361 mg) was added to a solution of 4-amino-5-(quinolin-3-yl)-6,7,8,9-tetrahydropyrimido[5,4-b]indolizin-8-yl methanesulfonate (758 mg) obtained in Step 9 in DMF (9 ml) at room temperature, and the mixture was stirred at 80° C. for 4 hours. After cooling, the reaction mixture was poured into water, followed by extraction with ethyl acetate. The organic layer was washed with water and a saturated sodium chloride solution, and dried over anhydrous sodium sulfate. The solvent was disti... Reactants: CN(C)C=O, O=C(O)C(C1CCCCC1)C1CCCCC1, O=C=NC(C1CCCCC1)C1CCCCC1, O=C(Cl)C(=O)Cl, ClCCl, Cl, [N-]=C=O. Yields the product NC(C1CCCCC1)C1CCCCC1. As a reaction SMILES: [CH3:46][N:47]([CH3:48])[CH:49]=[O:50].[CH:1]1([CH:2]([CH:3]2[CH2:4][CH2:5][CH2:6][CH2:7][CH2:8]2)[C:9]([OH:10])=[O:11])[CH2:12][CH2:13][CH2:14][CH2:15][CH2:16]1.[CH:23]1([CH:29]([CH:30]2[CH2:31][CH2:32][CH2:33][CH2:34][CH2:35]2)[N:36]=[C:37]=[O:38])[CH2:24][CH2:25][CH2:26][CH2:27][CH2:28]1.[Cl:17][C:18]([C:19]([Cl:20])=[O:21])=[O:22].[Cl:42][CH2:43][Cl:44].[ClH:45].[N-:39]=[C:40]=[O:41]>>[CH:23]1([CH:29]([CH:30]2[CH2:31][CH2:32][CH2:33][CH2:34][CH2:35]2)[NH2:36])[CH2:24][CH2:25][CH2:26][CH2:27][CH2:28]1. Reactants: O (water), B(OC1=CC=C(C=C1)OCCOCCCC)([O-])[O-] (4-(2-butoxyethoxy)phenyl borate), C([O-])([O-])=O.[K+].[K+] (potassium carbonate), BrC=1C=CC2=C(C=C(CCN2CCC(C)C)C(=O)NC2=CC=C(C=C2)CN(C2CCOCC2)C)C1 (7-bromo-1-isopentyl-N-[4-[N-methyl-N-(tetrahydropyran-4-yl)aminomethyl]phenyl]-2,3-dihydro-1-benzazepine-4-carboxamide). The reagents and catalysts are C=1C=CC(=CC1)[P](C=2C=CC=CC2)(C=3C=CC=CC3)[Pd]([P](C=4C=CC=CC4)(C=5C=CC=CC5)C=6C=CC=CC6)([P](C=7C=CC=CC7)(C=8C=CC=CC8)C=9C=CC=CC9)[P](C=1C=CC=CC1)(C=1C=CC=CC1)C=1C=CC=CC1 (tetrakistriphenylphosphinepalladium). The solvent is C1(=CC=CC=C1)C.C(C)O.O (toluene ethanol water). Conditions: time 30 minute. The product is C(CCC)OCCOC1=CC=C(C=C1)C=1C=CC2=C(C=C(CCN2CCC(C)C)C(=O)NC2=CC=C(C=C2)CN(C2CCOCC2)C)C1 (7-[4-(2-butoxyethoxy)phenyl]-1-isopentyl-N-[4-[N-methyl-N-(tetrahydropyran-4-yl)aminomethyl]phenyl]-2,3-dihydro-1-benzazepine-4-carboxamide). Isolated yield 9.3%. Reaction SMILES: Br[C:2]1[CH:3]=[CH:4][C:5]2[N:11]([CH2:12][CH2:13][CH:14]([CH3:16])[CH3:15])[CH2:10][CH2:9][C:8]([C:17]([NH:19][C:20]3[CH:25]=[CH:24][C:23]([CH2:26][N:27]([CH3:34])[CH:28]4[CH2:33][CH2:32][O:31][CH2:30][CH2:29]4)=[CH:22][CH:21]=3)=[O:18])=[CH:7][C:6]=2[CH:35]=1.B([O-])([O-])O[C:38]1[CH:43]=[CH:42][C:41]([O:44][CH2:45][CH2:46][O:47][CH2:48][CH2:49][CH2:50][CH3:51])=[CH:40][CH:39]=1.C(=O)([O-])[O-].[K+].[K+].O>C1(C)C=CC=CC=1.C(O)C.O.C1C=CC([P]([Pd]([P](C2C=CC=CC=2)(C2C=CC=CC=2)C2C=CC=CC=2)([P](C2C=CC=CC=2)(C2C=CC=CC=2)C2C=CC=CC=2)[P](C2C=CC=CC=2)(C2C=CC=CC=2)C2C=CC=CC=2)(C2C=CC=CC=2)C2C=CC=CC=2)=CC=1>[CH2:48]([O:47][CH2:46][CH2:45][O:44][C:41]1[CH:40]=[CH:39][C:38]([C:2]2[CH:3]=[CH:4][C:5]3[N:11]([CH2:12][CH2:13][CH:14]([CH3:16])[CH3:15])[CH2:10][CH2:9][C:8]([C:17]([NH:19][C:20]4[CH:25]=[CH:24][C:23]([CH2:26][N:27]([CH3:34])[CH:28]5[CH2:33][CH2:32][O:31][CH2:30][CH2:29]5)=[CH:22][CH:21]=4)=[O:18])=[CH:7][C:6]=3[CH:35]=2)=[CH:43][CH:42]=1)[CH2:49][CH2:50][CH3:51] |f:2.3.4,6.7.8,^1:75,77,96,115|. Procedure: In toluene/ethanol/water (=10/1/1, 31.5 ml) was dissolved 7-bromo-1-isopentyl-N-[4-[N-methyl-N-(tetrahydropyran-4-yl)aminomethyl]phenyl]-2,3-dihydro-1-benzazepine-4-carboxamide (0.66 g). To the solution were added 4-(2-butoxyethoxy)phenyl borate (0.35 g) and potassium carbonate (0.37 g), and the mixture was stirred for 30 minutes under argon atmosphere. To the mixture was added tetrakistriphenylphosphinepalladium (56 mg), and the mixture was heated to reflux for 16 hours. After cooled to room te... Starting materials: C(C)(C)(C)OC(=O)N1CCN(CC1)CC=1C(N(N=C(C1)C1=CC(=C(C=C1)OC)F)CCCC1=CC=C(C=C1)F)=O (4-(4-tert-butoxycarbonyl-1-piperazinyl)methyl-6-(3-fluoro-4-methoxyphenyl)-2-[3-(4-fluorophenyl)propyl]-2H-pyridazin-3-one), FC=1C=C(C=CC1OC)C=1C=C(C(N(N1)CCCC1=CC=C(C=C1)F)=O)COS(=O)(=O)C (6-(3-fluoro-4-methoxyphenyl)-2-[3-(4-fluorophenyl)propyl]-4-methanesulfonyloxymethyl-2H-pyridazin-3-one), crude product. The product is NCC=1C(N(N=C(C1)C1=CC(=C(C=C1)OC)F)CCCC1=CC=C(C=C1)F)=O (4-aminomethyl-6-(3-fluoro-4-methoxyphenyl)-2-[3-(4-fluorophenyl)propyl]-2H-pyridazin-3-one). Isolated yield 41.7%. Reaction SMILES: C(OC(N1CC[N:11]([CH2:14][C:15]2[C:16](=[O:40])[N:17]([CH2:30][CH2:31][CH2:32][C:33]3[CH:38]=[CH:37][C:36]([F:39])=[CH:35][CH:34]=3)[N:18]=[C:19]([C:21]3[CH:26]=[CH:25][C:24]([O:27][CH3:28])=[C:23]([F:29])[CH:22]=3)[CH:20]=2)CC1)=O)(C)(C)C.FC1C=C(C2C=C(COS(C)(=O)=O)C(=O)N(CCCC3C=CC(F)=CC=3)N=2)C=CC=1OC>>[NH2:11][CH2:14][C:15]1[C:16](=[O:40])[N:17]([CH2:30][CH2:31][CH2:32][C:33]2[CH:38]=[CH:37][C:36]([F:39])=[CH:35][CH:34]=2)[N:18]=[C:19]([C:21]2[CH:26]=[CH:25][C:24]([O:27][CH3:28])=[C:23]([F:29])[CH:22]=2)[CH:20]=1. Procedure: Following the procedure of Example 24 (1), 6-(3-fluoro-4-methoxyphenyl)-2-[3-(4-fluorophenyl)propyl]-4-methanesulfonyloxymethyl-2H-pyridazin-3-one was reacted to a crude product. Without purification, the crude product was reacted in accordance with the procedure of Example 24 (2) to yield the title compound as a pale yellow crystalline powder (yield: 41.7%). Reactants: Cl (hydrochloric acid), ClC1=NC=C(C=C1)[N+](=O)[O-] (2-chloro-5-nitropyridine), SC1=CC=C(CCC(=O)O)C=C1 (4-mercaptohydrocinnamic acid), C([O-])([O-])=O.[K+].[K+] (potassium carbonate). The solvent is O (water), CN(C)C=O (DMF). Run at temperature 80 celsius, time 1 hour. Yields the product [N+](=O)([O-])C=1C=CC(=NC1)SC1=CC=C(C=C1)CCC(=O)O (3-[4-(5-nitropyridin-2-ylsulfanyl)phenyl]propionic acid). As a reaction SMILES: Cl[C:2]1[CH:7]=[CH:6][C:5]([N+:8]([O-:10])=[O:9])=[CH:4][N:3]=1.[SH:11][C:12]1[CH:22]=[CH:21][C:15]([CH2:16][CH2:17][C:18]([OH:20])=[O:19])=[CH:14][CH:13]=1.C(=O)([O-])[O-].[K+].[K+].Cl>CN(C=O)C.O>[N+:8]([C:5]1[CH:6]=[CH:7][C:2]([S:11][C:12]2[CH:13]=[CH:14][C:15]([CH2:16][CH2:17][C:18]([OH:20])=[O:19])=[CH:21][CH:22]=2)=[N:3][CH:4]=1)([O-:10])=[O:9] |f:2.3.4|. Reported procedure: To a solution of 2-chloro-5-nitropyridine (1.74 g, 11.0 mmol) and 4-mercaptohydrocinnamic acid (2.00 g, 11.0 mmol) in DMF (30 mL) was added potassium carbonate (4.55 g, 32.9 mmol), and the resulting solution was stirred for 1 hour at 80° C. To the reaction solution were added water and concentrated hydrochloric acid, and then cooled with ice. The precipitated solid matter was collected by filtration, to thereby yield 3.29 g of the title compound. The reactants are C(C1=CC=CC=C1)N1N=C2C=C(C=CC2=C1)B1OC(C(O1)(C)C)(C)C (2-benzyl-6-(4,4,5,5-tetramethyl-{1,3,2]dioxaborolan-2-yl)-2H-indazole), Cl.C(C1=CC=CC=C1)N1N=C2C=C(C=CC2=C1C)C=1C=C(N2N=CN=C(C21)N)C2CNCCC2 (5-(2-benzyl-3-methyl-2H-indazol-6-yl)-7-piperidin-3-ylpyrrolo[2,1-f][1,2,4]triazin-4-amine hydrochloride). The solvent is C(Cl)(Cl)Cl.C(C)(C)O (CHCl3 isopropanol). Yields the product C(C1=CC=CC=C1)N1N=C2C=C(C=CC2=C1C)C=1C=C(N2N=CN=C(C21)N)C2CNCCC2 (5-(2-benzyl-3-methyl-2H-indazol-6-yl)-7-piperidin-3-ylpyrrolo[2,1-f][1,2,4]triazin-4-amine). RXN SMILES: C(N1C=C2C(C=C(B3OC(C)(C)C(C)(C)O3)C=C2)=N1)C1C=CC=CC=1.Cl.[CH2:27]([N:34]1[C:42]([CH3:43])=[C:41]2[C:36]([CH:37]=[C:38]([C:44]3[CH:45]=[C:46]([CH:54]4[CH2:59][CH2:58][CH2:57][NH:56][CH2:55]4)[N:47]4[C:52]=3[C:51]([NH2:53])=[N:50][CH:49]=[N:48]4)[CH:39]=[CH:40]2)=[N:35]1)[C:28]1[CH:33]=[CH:32][CH:31]=[CH:30][CH:29]=1>C(Cl)(Cl)Cl.C(O)(C)C>[CH2:27]([N:34]1[C:42]([CH3:43])=[C:41]2[C:36]([CH:37]=[C:38]([C:44]3[CH:45]=[C:46]([CH:54]4[CH2:59][CH2:58][CH2:57][NH:56][CH2:55]4)[N:47]4[C:52]=3[C:51]([NH2:53])=[N:50][CH:49]=[N:48]4)[CH:39]=[CH:40]2)=[N:35]1)[C:28]1[CH:29]=[CH:30][CH:31]=[CH:32][CH:33]=1 |f:1.2,3.4|. Procedure details: Using the procedures described in Steps 1-6 of Intermediate SS and substituting 4,4,5,5-tetramethyl-1,3,2-dioxaborolan-2-ol-2-benzyl-3-methyl-6-(4,4,5,5-tetramethyl-1,3,2-dioxaborolan-2-yl)-2H-indazole (1:1) for Intermediate C, 5-(2-benzyl-3-methyl-2H-indazol-6-yl)-7-piperidin-3-ylpyrrolo[2,1-f][1,2,4]triazin-4-amine hydrochloride was prepared. The salt was dissolved in 3:1 CHCl3/isopropanol (25 mL). The mixture was washed with saturated, aqueous NaHCO3 (25 mL), brine, dried (Na2SO4) and concent... Starting materials: C(C1=CC=CC=C1)OC1=C(C=C2C(=C(C=NC2=C1)C#N)O)OC (7-benzyloxy-4hydroxy-6-methoxy-quinoline-3-carbonitrile), C(C(=O)Cl)(=O)Cl (oxalyl chloride). Solvent: CCCCCC (hexane). Reaction conditions: time 15 minute. The product is C(C1=CC=CC=C1)OC1=C(C=C2C(=C(C=NC2=C1)C#N)Cl)OC (7-benzyloxy-4-chloro-6-methoxy-quinoline-3-carbonitrile). RXN SMILES: [CH2:1]([O:8][C:9]1[CH:18]=[C:17]2[C:12]([C:13](O)=[C:14]([C:19]#[N:20])[CH:15]=[N:16]2)=[CH:11][C:10]=1[O:22][CH3:23])[C:2]1[CH:7]=[CH:6][CH:5]=[CH:4][CH:3]=1.C(Cl)(=O)C([Cl:27])=O>CCCCCC>[CH2:1]([O:8][C:9]1[CH:18]=[C:17]2[C:12]([C:13]([Cl:27])=[C:14]([C:19]#[N:20])[CH:15]=[N:16]2)=[CH:11][C:10]=1[O:22][CH3:23])[C:2]1[CH:7]=[CH:6][CH:5]=[CH:4][CH:3]=1. Reported procedure: A total of 500 mg (1.63 mM) of 7-benzyloxy-4hydroxy-6-methoxy-quinoline-3-carbonitrile was taken up into 3 ml of oxalyl chloride (2M in CHCl3) and allowed to stand for 15 min followed by refluxing for 1 h. The solution was allowed to cool and then diluted with 300 mg of hexane to give a green solid. The solid was isolated and washed with excess hexane and dried under vacuum at 40° C. to yield 586 mg of 7-benzyloxy-4-chloro-6-methoxy-quinoline-3-carbonitrile as the hydrogen chloride salt. This co... Starting materials: N(=[N+]=[N-])C=1C=2CCN([C@H](C2C(=C2C1OCO2)OC)[C@H]2OC(C1=C(C(=CC=C21)OC)OC)=O)C ((S)-3-((R)-9-azido-4-methoxy-6-methyl-5,6,7,8-tetrahydro-[1,3]dioxolo[4,5-g]isoquinolin-5-yl)-6,7-dimethoxyisobenzofuran-1(3H)-one), C1(=CC=CC=C1)S (thiophenol), C1(=CC=CC=C1)N(C1=CC=CC=C1)C1=CC=CC=C1 (triphenylamine), Cl[Sn]Cl (SnCl2). Solvent: C1CCOC1 (THF), C1CCOC1 (THF). Reaction conditions: time 30 minute. The product is CN1CCC2=C([C@@H]1[C@@H]3C4=C(C(=C(C=C4)OC)OC)C(=O)O3)C(=C5C(=C2N)OCO5)OC (amino-noscapine). As a reaction SMILES: Cl[Sn]Cl.C1(S)C=CC=CC=1.C1(N(C2C=CC=CC=2)C2C=CC=CC=2)C=CC=CC=1.[N:30]([C:33]1[C:34]2[CH2:35][CH2:36][N:37]([CH3:62])[C@@H:38]([C@@H:48]3[C:56]4[C:51](=[C:52]([O:59][CH3:60])[C:53]([O:57][CH3:58])=[CH:54][CH:55]=4)[C:50](=[O:61])[O:49]3)[C:39]=2[C:40]([O:46][CH3:47])=[C:41]2[O:45][CH2:44][O:43][C:42]=12)=[N+]=[N-]>C1COCC1>[CH3:62][N:37]1[C@@H:38]([C@H:48]2[O:49][C:50](=[O:61])[C:51]3[C:52]([O:59][CH3:60])=[C:53]([O:57][CH3:58])[CH:54]=[CH:55][C:56]2=3)[C:39]2[C:40]([O:46][CH3:47])=[C:41]3[O:45][CH2:44][O:43][C:42]3=[C:33]([NH2:30])[C:34]=2[CH2:35][CH2:36]1. Procedure details: To a 50-mL of round-bottomed flask containing a solution of SnCl2 in THF (10 mL) were added thiophenol and triphenylamine. The reaction mixture was added slowly to a solution of azido-noscapine (3, 0.2 g, 0.440 mmol) in THF (5 mL) and the reaction mixture stirred at room temperature. The reaction progress was monitored by thin-layer chromatography at 30 minutes intervals. The reaction was found to be completed after 2 h, the solvent was removed in vacuo. The residue was diluted with chloroform (... Yields the product C(C)(C)(C)C1=CC=C(COC=2C=CC=C3CCC(CC23)N(CCCCC(=O)O)CC2=CC=C(C(=O)O)C=C2)C=C1 (rac-4-{[{8-[(4-tert-Butylbenzyl)oxy]-1,2,3,4-tetrahydronaphthalen-2-yl}(4-carboxybutyl)amino]-methyl}benzoic acid). Procedure details: 68.5 mg (0.12 mmol) of the compound from Example 5A were dissolved in 0.5 ml of methanol and 1 ml of dioxane, 0.15 ml of 45% strength aqueous sodium hydroxide solution and 0.2 ml of water were added and the mixture was then stirred at a bath temperature of 100° C. for 45 min. The milky suspension was then diluted with water, acidified with 2 N hydrochloric acid and extracted repeatedly with dichloromethane. The combined organic phases were dried over sodium sulfate and concentrated. The residue ... Reactants: Cl (hydrochloric acid), [OH-].[Na+] (sodium hydroxide), C(C)(C)(C)C1=CC=C(COC=2C=CC=C3CCC(CC23)N(CCCCC(=O)OC)CC2=CC=C(C(=O)OC)C=C2)C=C1 (rac-Methyl 4-{[{8-[(4-tert-butylbenzyl)oxy]-1,2,3,4-tetrahydronaphthalen-2-yl}(5-methoxy-5-oxo-pentyl)amino]methyl}benzoate). RXN SMILES: [C:1]([C:5]1[CH:42]=[CH:41][C:8]([CH2:9][O:10][C:11]2[CH:12]=[CH:13][CH:14]=[C:15]3[C:20]=2[CH2:19][CH:18]([N:21]([CH2:30][C:31]2[CH:40]=[CH:39][C:34]([C:35]([O:37]C)=[O:36])=[CH:33][CH:32]=2)[CH2:22][CH2:23][CH2:24][CH2:25][C:26]([O:28]C)=[O:27])[CH2:17][CH2:16]3)=[CH:7][CH:6]=1)([CH3:4])([CH3:3])[CH3:2].[OH-].[Na+].Cl>CO.O1CCOCC1.O>[C:1]([C:5]1[CH:6]=[CH:7][C:8]([CH2:9][O:10][C:11]2[CH:12]=[CH:13][CH:14]=[C:15]3[C:20]=2[CH2:19][CH:18]([N:21]([CH2:30][C:31]2[CH:32]=[CH:33][C:34]([C:35]([OH:37])=[O:36])=[CH:39][CH:40]=2)[CH2:22][CH2:23][CH2:24][CH2:25][C:26]([OH:28])=[O:27])[CH2:17][CH2:16]3)=[CH:41][CH:42]=1)([CH3:4])([CH3:2])[CH3:3] |f:1.2|. Run at temperature 100 celsius, time 45 minute. The solvent is O1CCOCC1 (dioxane), O (water), CO (methanol), O (water). The reactants are BrC=1C=C2C=3C=C(C=CC3C3=C(NC(=N3)C3=C(C=CC=C3Br)Br)C2=CC1)Cl (9-bromo-6-chloro-2-(2,6-dibromophenyl)-1H-phenanthro[9,10-d]imidazole), C(#N)[Cu] (CuCN), CN(C)C=O (DMF). Run in [Cl-].[Na+].O (brine), C(C)(=O)OCC (ethyl acetate). Reaction conditions: temperature 85 celsius, time 8 hour. Yields the product BrC=1C=C2C=3C=C(C=CC3C3=C(NC(=N3)C3=C(C#N)C=CC=C3C#N)C2=CC1)Cl (2-(9-bromo-6-chloro-1H-phenanthro[9,10-d]imidazol-2-yl)isophthalonitrile). As a reaction SMILES: [Br:1][C:2]1[CH:3]=[C:4]2[C:24](=[CH:25][CH:26]=1)[C:12]1[NH:13][C:14]([C:16]3[C:21](Br)=[CH:20][CH:19]=[CH:18][C:17]=3Br)=[N:15][C:11]=1[C:10]1[CH:9]=[CH:8][C:7]([Cl:27])=[CH:6][C:5]2=1.[C:28]([Cu])#[N:29].[CH3:31][N:32](C=O)C>[Cl-].[Na+].O.C(OCC)(=O)C>[Br:1][C:2]1[CH:26]=[C:25]2[C:24](=[CH:4][CH:3]=1)[C:12]1[NH:13][C:14]([C:16]3[C:17]([C:28]#[N:29])=[CH:18][CH:19]=[CH:20][C:21]=3[C:31]#[N:32])=[N:15][C:11]=1[C:10]1[CH:5]=[CH:6][C:7]([Cl:27])=[CH:8][C:9]2=1 |f:3.4.5|. Procedure details: To a solution of 26 g of 9-bromo-6-chloro-2-(2,6-dibromophenyl)-11H-phenanthro[9,10-d]imidazole from Step 4 in 200 mL of dry DMF, was added 14.2 g of CuCN. The reaction was stirred overnight at 85° C., cooled down to room temperature, brine was added and the mixture stirred for 30 minutes. The solution was diluted in ethyl acetate, washed with 10% ammonium hydroxide, brine, dried over sodium sulphate and volatiles were removed under reduced pressure to afford 26 g of 2-(9-bromo-6-chloro-1H-phena...